From a dataset of the Open Reaction Database (ORD), a public repository of structured organic reaction records. describe an organic reaction: reactants, conditions, products, and yield The reactants are CI (methyl iodide), O (water), ice, OC1=NC=CC(=C1)Br (2-hydroxy-4-bromopyridine), [H-].[Na+] (NaH). Solvent: C1CCOC1 (THF). Run at time 15 minute. Yields the product BrC1=CC(N(C=C1)C)=O (4-bromo-1-methylpyridin-2(1H)-one). The yield is 91.6%. RXN SMILES: [OH:1][C:2]1[CH:7]=[C:6]([Br:8])[CH:5]=[CH:4][N:3]=1.[H-].[Na+].[CH3:11]I.O>C1COCC1>[Br:8][C:6]1[CH:5]=[CH:4][N:3]([CH3:11])[C:2](=[O:1])[CH:7]=1 |f:1.2|. Reported procedure: To an ice-cold solution of 2-hydroxy-4-bromopyridine (1.0 g, 5.75 mmol) in THF (20.0 mL) was added NaH (60% in mineral oil, 0.23 g, 5.75 mmol) portionwise. The reaction mixture was stirred at room temperature for 15 min followed by addition of methyl iodide (1.10 mL, 17.24 mmol). The resulting reaction mixture was stirred at room temperature for 16 h. After the completion of the reaction (TLC monitoring), the reaction mixture was cooled to 0° C., added water and extracted with EtOAc (3×50 mL). T... Reactants: O=C([O-])O, COCCOC, CON=Cc1ccc2c(c1)ncn2-c1cccc(Br)c1, [Na+], O, c1ccc(P(c2ccccc2)(c2ccccc2)[Pd](P(c2ccccc2)(c2ccccc2)c2ccccc2)(P(c2ccccc2)(c2ccccc2)c2ccccc2)P(c2ccccc2)(c2ccccc2)c2ccccc2)cc1, OB(O)c1ccoc1. Yields the product CON=Cc1ccc2c(c1)ncn2-c1cccc(-c2ccoc2)c1. RXN SMILES: [C:29](=[O:30])([OH:31])[O-:32].[CH2:35]([CH2:36][O:37][CH3:38])[O:39][CH3:40].[CH3:1][O:2][N:3]=[CH:4][c:5]1[cH:6][c:7]2[c:8]([n:9](-[c:12]3[cH:13][c:14]([Br:18])[cH:15][cH:16][cH:17]3)[cH:10][n:11]2)[cH:19][cH:20]1.[Na+:33].[OH2:34].[cH:41]1[cH:42][cH:43][c:44]([P:45]([Pd:46]([P:47]([c:48]2[cH:49][cH:50][cH:51][cH:52][cH:53]2)([c:54]2[cH:55][cH:56][cH:57][cH:58][cH:59]2)[c:60]2[cH:61][cH:62][cH:63][cH:64][cH:65]2)([P:66]([c:67]2[cH:68][cH:69][cH:70][cH:71][cH:72]2)([c:73]2[cH:74][cH:75][cH:76][cH:77][cH:78]2)[c:79]2[cH:80][cH:81][cH:82][cH:83][cH:84]2)[P:85]([c:86]2[cH:87][cH:88][cH:89][cH:90][cH:91]2)([c:92]2[cH:93][cH:94][cH:95][cH:96][cH:97]2)[c:98]2[cH:99][cH:100][cH:101][cH:102][cH:103]2)([c:104]2[cH:105][cH:106][cH:107][cH:108][cH:109]2)[c:110]2[cH:111][cH:112][cH:113][cH:114][cH:115]2)[cH:116][cH:117]1.[o:21]1[cH:22][c:23]([B:26]([OH:27])[OH:28])[cH:24][cH:25]1>>[CH3:1][O:2][N:3]=[CH:4][c:5]1[cH:6][c:7]2[c:8]([n:9](-[c:12]3[cH:13][c:14](-[c:23]4[cH:22][o:21][cH:25][cH:24]4)[cH:15][cH:16][cH:17]3)[cH:10][n:11]2)[cH:19][cH:20]1. Product: COc1ccc2c(n1)c(CC[N+](=O)[O-])c1n2CCCO1. As a reaction SMILES: [BH4-:25].[CH3:1][O:2][c:3]1[cH:4][cH:5][c:6]2[c:7]([c:8]([CH:15]=[CH:16][N+:17](=[O:18])[O-:19])[c:9]3[n:14]2[CH2:13][CH2:12][CH2:11][O:10]3)[n:20]1.[CH3:27][C:28](=[O:29])[OH:30].[CH:21]([Cl:22])([Cl:23])[Cl:24].[CH:31]([OH:32])([CH3:33])[CH3:34].[Na+:26]>>[CH3:1][O:2][c:3]1[cH:4][cH:5][c:6]2[c:7]([c:8]([CH2:15][CH2:16][N+:17](=[O:18])[O-:19])[c:9]3[n:14]2[CH2:13][CH2:12][CH2:11][O:10]3)[n:20]1. Reactants: [BH4-], COc1ccc2c(n1)c(C=C[N+](=O)[O-])c1n2CCCO1, CC(=O)O, ClC(Cl)Cl, CC(C)O, [Na+]. Reactants: C(C)(C)(C)OC(=O)/C=C/C1=NC=2N(C(N(C(C2N1C)=O)C)=O)C (8-(trans-2-tert-Butyloxycarbonylvinyl)-1,3,7-trimethylxanthine). The solvent is C(=O)(C(F)(F)F)O (TFA). Run at time 1 hour. The product is C(=O)(O)/C=C/C1=NC=2N(C(N(C(C2N1C)=O)C)=O)C (8-(trans-2-Carboxyvinyl)-1,3,7-trimethylxanthine). Isolated yield 87.5%. Reaction SMILES: C([O:5][C:6](/[CH:8]=[CH:9]/[C:10]1[N:18]([CH3:19])[C:17]2[C:16](=[O:20])[N:15]([CH3:21])[C:14](=[O:22])[N:13]([CH3:23])[C:12]=2[N:11]=1)=[O:7])(C)(C)C>C(O)(C(F)(F)F)=O>[C:6](/[CH:8]=[CH:9]/[C:10]1[N:18]([CH3:19])[C:17]2[C:16](=[O:20])[N:15]([CH3:21])[C:14](=[O:22])[N:13]([CH3:23])[C:12]=2[N:11]=1)([OH:7])=[O:5]. Reported procedure: 8-(trans-2-tert-Butyloxycarbonylvinyl)-1,3,7-trimethylxanthine (76 mg, 238 μmol) was dissolved in 3 ml TFA and stirred for 1 h. After evaporation, the residue was triturated with ether to provide the pure product 8-(trans-2-Carboxyvinyl)-1,3,7-trimethylxanthine (55 mg, 88% yield). mp: 278d °C. 1H NMR DMSO-d6 : d 3.27 (s, 3H, NCH3), 3.44 (s, 3H, NCH3), 4.02 (s, 3H N7CH3), 6.78 (d, 1H, J=15.4 Hz), 7.55 (d, 1H, J=15.4 Hz), 8.4 (br s, 1H, COOH). MS (CI NH3) m/e 265 (MH+). Alternatively, compound 8-(... Starting materials: CC(CC(=O)C=1C=C2C=C(NC2=CC1)C(=O)O)C (5-(3-Methyl-butyryl)-1H-indole-2-carboxylic acid), CN(C)C=O (DMF), C(C)OC(=O)C=1NC2=CC=C(C=C2C1Br)C(CC(C)C)=O (3-Bromo-5-(3-methyl-butyryl)-1H-indole-2-carboxylic acid ethyl ester), C(=O)[O-].[NH4+] (ammonium formate). The reagents and catalysts are [Pd] (Pd/C). Solvent: O (water). Run at time 70 minute. Yields the product C(C)OC(=O)C=1NC2=CC=C(C=C2C1)C(CC(C)C)=O (5-(3-Methyl-butyryl)-1H-indole-2-carboxylic acid ethyl ester). RXN SMILES: CC(C)CC(C1C=C2C(=CC=1)NC(C(O)=O)=C2)=O.CN(C=O)C.[CH2:24]([O:26][C:27]([C:29]1[NH:30][C:31]2[C:36]([C:37]=1Br)=[CH:35][C:34]([C:39](=[O:44])[CH2:40][CH:41]([CH3:43])[CH3:42])=[CH:33][CH:32]=2)=[O:28])[CH3:25].C([O-])=O.[NH4+]>[Pd].O>[CH2:24]([O:26][C:27]([C:29]1[NH:30][C:31]2[C:36]([CH:37]=1)=[CH:35][C:34]([C:39](=[O:44])[CH2:40][CH:41]([CH3:43])[CH3:42])=[CH:33][CH:32]=2)=[O:28])[CH3:25] |f:3.4|. Procedure details: Synthesis of 5-(3-Methyl-butyryl)-1H-indole-2-carboxylic acid. DMF (5 mL) and water (0.625 mL) are added to the mixture of 3-Bromo-5-(3-methyl-butyryl)-1H-indole-2-carboxylic acid ethyl ester (408 mg, 1.1 mmol), ammonium formate (110 mg, 1.7 mmol), and 10% Pd/C (200 mg). The mixture is slightly shaken at room temperature for 70 minutes and then filtered through celite. The solvent is evaporated under vacuum to give 5-(3-Methyl-butyryl)-1H-indole-2-carboxylic acid ethyl ester as light yellow liqu... Reactants: OC(C(=O)O)C(CC1=CC=CC=C1)NC(C1=C(N=CC=C1)C=1N=C(SC1)C1=CC=CC=C1)=O (2-hydroxy-4-phenyl-3-(2-(2-phenylthiazol-4-yl)nicotinamido)butanoic acid), C1(CC1)N (cyclopropylamine), ClCCl (dichloromethane), CCN(C(C)C)C(C)C (DIPEA). Reaction conditions: temperature 5 celsius, time 1 hour. Product: C1(CC1)NC(C(C(CC1=CC=CC=C1)NC(C1=C(N=CC=C1)C=1N=C(SC1)C1=CC=CC=C1)=O)O)=O (N-(4-(Cyclopropylamino)-3-hydroxy-4-oxo-1-phenylbutan-2-yl)-2-(2-phenylthiazol-4-yl)nicotinamide). Yield: 90.9%. Reaction SMILES: [OH:1][CH:2]([CH:6]([NH:14][C:15](=[O:33])[C:16]1[CH:21]=[CH:20][CH:19]=[N:18][C:17]=1[C:22]1[N:23]=[C:24]([C:27]2[CH:32]=[CH:31][CH:30]=[CH:29][CH:28]=2)[S:25][CH:26]=1)[CH2:7][C:8]1[CH:13]=[CH:12][CH:11]=[CH:10][CH:9]=1)[C:3](O)=[O:4].[CH:34]1([NH2:37])[CH2:36][CH2:35]1.ClCCl.CCN(C(C)C)C(C)C>>[CH:34]1([NH:37][C:3](=[O:4])[CH:2]([OH:1])[CH:6]([NH:14][C:15](=[O:33])[C:16]2[CH:21]=[CH:20][CH:19]=[N:18][C:17]=2[C:22]2[N:23]=[C:24]([C:27]3[CH:28]=[CH:29][CH:30]=[CH:31][CH:32]=3)[S:25][CH:26]=2)[CH2:7][C:8]2[CH:13]=[CH:12][CH:11]=[CH:10][CH:9]=2)[CH2:36][CH2:35]1. Reported procedure: To a solution of 2-hydroxy-4-phenyl-3-(2-(2-phenylthiazol-4-yl)nicotinamido)butanoic acid (230 mg, 0.501 mmol) and cyclopropylamine (40 μL, 0.570 mmol) in dichloromethane (30 ml) 2-(1H-7-azabenzotriazol-1-yl)-1,1,3,3-tetramethyl uronium hexafluorophosphate (HATU) (230 mg, 0.605 mmol) and DIPEA (100 μL, 0.605 mmol) were added at 5° C. The mixture was stirred for 1 hour at 5° C. and then for 5 hours at room temperature. The mixture was concentrated under reduced pressure, 40 ml of water added, the... The reactants are ClC1=C(C(=NC2=CC(=CC(=C12)F)F)N1C(CCCC1)=O)C (1-(4-chloro-5,7-difluoro-3-methylquinolin-2-yl)piperidin-2-one), O1CCN(CC1)C1=NC=C(C=C1N)N1CCOCC1 (2,5-dimorpholinopyridin-3-amine). Solvent: C1(=CC=CC=C1)C (toluene). Product: N1(CCOCC1)C1=NC=C(C=C1NC1=C(C(=NC2=CC(=CC(=C12)F)F)N1C(CCCC1)=O)C)N1CCOCC1 (1-(4-((2,5-di-4-morpholinyl-3-pyridinyl)-amino)-5,7-difluoro-3-methyl-2-quinolinyl)-2-piperidinone). As a reaction SMILES: Cl[C:2]1[C:11]2[C:6](=[CH:7][C:8]([F:13])=[CH:9][C:10]=2[F:12])[N:5]=[C:4]([N:14]2[CH2:19][CH2:18][CH2:17][CH2:16][C:15]2=[O:20])[C:3]=1[CH3:21].[O:22]1[CH2:27][CH2:26][N:25]([C:28]2[C:33]([NH2:34])=[CH:32][C:31]([N:35]3[CH2:40][CH2:39][O:38][CH2:37][CH2:36]3)=[CH:30][N:29]=2)[CH2:24][CH2:23]1>C1(C)C=CC=CC=1>[N:25]1([C:28]2[C:33]([NH:34][C:2]3[C:11]4[C:6](=[CH:7][C:8]([F:13])=[CH:9][C:10]=4[F:12])[N:5]=[C:4]([N:14]4[CH2:19][CH2:18][CH2:17][CH2:16][C:15]4=[O:20])[C:3]=3[CH3:21])=[CH:32][C:31]([N:35]3[CH2:36][CH2:37][O:38][CH2:39][CH2:40]3)=[CH:30][N:29]=2)[CH2:24][CH2:23][O:22][CH2:27][CH2:26]1. Reported procedure: Prepared according to Procedure H using 1-(4-chloro-5,7-difluoro-3-methylquinolin-2-yl)piperidin-2-one (35.0 mg, 0.113 mmol) and 2,5-dimorpholinopyridin-3-amine in toluene to give 1-(4-((2,5-di-4-morpholinyl-3-pyridinyl)-amino)-5,7-difluoro-3-methyl-2-quinolinyl)-2-piperidinone. 1H NMR (CDCl3) δ ppm 8.01 (1H, br. s.), 7.60 (1H, d, J=2.5 Hz), 7.47 (1H, d, J=9.8 Hz), 6.99 (1H, ddd, J=13.7, 8.6, 2.5 Hz), 6.51 (1H, br. s.), 4.33 (1H, br. s.), 3.83-4.01 (4H, m), 3.77-3.83 (4H, m), 3.48-3.59 (1H, m), ... Starting materials: Cc1c(NS(C)(=O)=O)cccc1N(Cc1ccccc1)Cc1ccc(Oc2cccc(OCCCN3C(=O)c4ccccc4C3=O)c2)cc1, CCO, NN, O. Yields the product Cc1c(NS(C)(=O)=O)cccc1N(Cc1ccccc1)Cc1ccc(Oc2cccc(OCCCN)c2)cc1. Reaction SMILES: [CH2:1]([c:2]1[cH:3][cH:4][cH:5][cH:6][cH:7]1)[N:8]([c:9]1[c:10]([CH3:20])[c:11]([NH:15][S:16](=[O:17])(=[O:18])[CH3:19])[cH:12][cH:13][cH:14]1)[CH2:21][c:22]1[cH:23][cH:24][c:25]([O:28][c:29]2[cH:30][c:31]([O:35][CH2:36][CH2:37][CH2:38][N:39]3[C:40](=[O:41])[c:42]4[c:43]([cH:44][cH:45][cH:46][cH:47]4)[C:48]3=[O:49])[cH:32][cH:33][cH:34]2)[cH:26][cH:27]1.[CH3:53][CH2:54][OH:55].[NH2:51][NH2:52].[OH2:50]>>[CH2:1]([c:2]1[cH:3][cH:4][cH:5][cH:6][cH:7]1)[N:8]([c:9]1[c:10]([CH3:20])[c:11]([NH:15][S:16](=[O:17])(=[O:18])[CH3:19])[cH:12][cH:13][cH:14]1)[CH2:21][c:22]1[cH:23][cH:24][c:25]([O:28][c:29]2[cH:30][c:31]([O:35][CH2:36][CH2:37][CH2:38][NH2:39])[cH:32][cH:33][cH:34]2)[cH:26][cH:27]1. Reactants: O (Water), BrC1=C(C=C(C(=C1)Cl)SC)NC(=O)N1C(CC(C=C1)=O)C1=CC=C(C=C1)F (2-(4-fluoro-phenyl)-4-oxo-3,4-dihydro-2H-pyridine-1-carboxylic acid (2-bromo-4-chloro-5-methylsulfanyl-phenyl)-amide), OOS(=O)[O-].[K+] (oxone), O (water). The solvent is CO (methanol), C(C)#N (acetonitrile). Conditions: time 2 hour. The product is BrC1=C(C=C(C(=C1)Cl)S(=O)(=O)C)NC(=O)N1C(CC(C=C1)=O)C1=CC=C(C=C1)F (2-(4-fluoro-phenyl)-4-oxo-3,4-dihydro-2H-pyridine-1-carboxylic acid (2-bromo-4-chloro-5-methanesulfonyl-phenyl)-amide). As a reaction SMILES: [Br:1][C:2]1[CH:7]=[C:6]([Cl:8])[C:5]([S:9][CH3:10])=[CH:4][C:3]=1[NH:11][C:12]([N:14]1[CH:19]=[CH:18][C:17](=[O:20])[CH2:16][CH:15]1[C:21]1[CH:26]=[CH:25][C:24]([F:27])=[CH:23][CH:22]=1)=[O:13].[OH:28]OS([O-])=O.[K+].[OH2:34]>CO.C(#N)C>[Br:1][C:2]1[CH:7]=[C:6]([Cl:8])[C:5]([S:9]([CH3:10])(=[O:28])=[O:34])=[CH:4][C:3]=1[NH:11][C:12]([N:14]1[CH:19]=[CH:18][C:17](=[O:20])[CH2:16][CH:15]1[C:21]1[CH:22]=[CH:23][C:24]([F:27])=[CH:25][CH:26]=1)=[O:13] |f:1.2|. Reported procedure: To a solution of 2-(4-fluoro-phenyl)-4-oxo-3,4-dihydro-2H-pyridine-1-carboxylic acid (2-bromo-4-chloro-5-methylsulfanyl-phenyl)-amide (0.050 g, 0.106 mmol) in methanol (2 ml) and acetonitrile (2 ml) was added oxone (0.131 g, 0.213 mmol) and water (0.3 ml). The mixture was stirred at room temperature for two hours. Water was added and the mixture was extracted with EtOAc. The organic extract was washed with water and brine, dried over MgSO4, filtered and concentrated to dryness under reduced pres... Reactants: ClC(Cl)Cl, O=C(Cl)N1CCCC1, CCCCc1nc2ccc(N)cc2n1Cc1ccc(-c2ccccc2C(=O)OC(C)(C)C)cc1, c1ccncc1. Yields the product CCCCc1nc2ccc(NC(=O)N3CCCC3)cc2n1Cc1ccc(-c2ccccc2C(=O)OC(C)(C)C)cc1. RXN SMILES: [CH:43]([Cl:44])([Cl:45])[Cl:46].[N:1]1([C:6](=[O:7])[Cl:8])[CH2:2][CH2:3][CH2:4][CH2:5]1.[NH2:9][c:10]1[cH:11][cH:12][c:13]2[c:14]([n:15]([CH2:22][c:23]3[cH:24][cH:25][c:26](-[c:29]4[c:30]([C:35](=[O:36])[O:37][C:38]([CH3:39])([CH3:40])[CH3:41])[cH:31][cH:32][cH:33][cH:34]4)[cH:27][cH:28]3)[c:16]([CH2:18][CH2:19][CH2:20][CH3:21])[n:17]2)[cH:42]1.[cH:47]1[cH:48][cH:49][n:50][cH:51][cH:52]1>>[N:1]1([C:6](=[O:7])[NH:9][c:10]2[cH:11][cH:12][c:13]3[c:14]([n:15]([CH2:22][c:23]4[cH:24][cH:25][c:26](-[c:29]5[c:30]([C:35](=[O:36])[O:37][C:38]([CH3:39])([CH3:40])[CH3:41])[cH:31][cH:32][cH:33][cH:34]5)[cH:27][cH:28]4)[c:16]([CH2:18][CH2:19][CH2:20][CH3:21])[n:17]3)[cH:42]2)[CH2:2][CH2:3][CH2:4][CH2:5]1.